This data is from the Open Reaction Database (ORD), a public repository of structured organic reaction records. The task is: describe an organic reaction: reactants, conditions, products, and yield The reactants are C(C)(C)(C)OC(=O)C1C(C2(C(N1)CC(C)(C)C)C(NC1=CC(=CC=C12)Br)=O)C1=C(C(=CC=C1)Cl)F (rac-(2′S,3′R,4′S,5′R)-6-bromo-4′-(3-chloro-2-fluoro-phenyl)-2′-(2,2-dimethyl-propyl)-2-oxo-1,2-dihydro-spiro[indole-3,3′-pyrrolidine]-5′-carboxylic acid tert-butyl ester), FC(C(=O)O)(F)F (trifluoroacetic acid). Solvent: ClCCl (dichloromethane). Run at time 20 hour. The product is FC(C(=O)O)(F)F.BrC1=CC=C2C(=C1)NC(C21C(NC(C1C1=C(C(=CC=C1)Cl)F)C(=O)O)CC(C)(C)C)=O (rac-(2′S,3′R,4′S,5′S)-6-bromo-4′-(3-chloro-2-fluoro-phenyl)-2′-(2,2-dimethyl-propyl)-2-oxo-1,2-dihydro-spiro[indole-3,3′-pyrrolidine]-5′-carboxylic acid trifluoroacetic acid). Isolated yield 96.2%. Reaction SMILES: C([O:5][C:6]([CH:8]1[NH:12][CH:11]([CH2:13][C:14]([CH3:17])([CH3:16])[CH3:15])[C:10]2([C:25]3[C:20](=[CH:21][C:22]([Br:26])=[CH:23][CH:24]=3)[NH:19][C:18]2=[O:27])[CH:9]1[C:28]1[CH:33]=[CH:32][CH:31]=[C:30]([Cl:34])[C:29]=1[F:35])=[O:7])(C)(C)C.[F:36][C:37]([F:42])([F:41])[C:38]([OH:40])=[O:39]>ClCCl>[F:36][C:37]([F:42])([F:41])[C:38]([OH:40])=[O:39].[Br:26][C:22]1[CH:21]=[C:20]2[NH:19][C:18](=[O:27])[C:10]3([CH:9]([C:28]4[CH:33]=[CH:32][CH:31]=[C:30]([Cl:34])[C:29]=4[F:35])[CH:8]([C:6]([OH:7])=[O:5])[NH:12][CH:11]3[CH2:13][C:14]([CH3:16])([CH3:15])[CH3:17])[C:25]2=[CH:24][CH:23]=1 |f:3.4|. Procedure details: A solution of rac-(2′S,3′R,4′S,5′R)-6-bromo-4′-(3-chloro-2-fluoro-phenyl)-2′-(2,2-dimethyl-propyl)-2-oxo-1,2-dihydro-spiro[indole-3,3′-pyrrolidine]-5′-carboxylic acid tert-butyl ester (1.4 g, 2.5 mmol) in dichloromethane (18 mL) was added trifluoroacetic acid (6 g). The reaction mixture was stirred at room temperature for 20 h, then concentrated. The residue was then triturated with ethyl ether hexanes, concentrated, dried in vacuo to give rac-(2′S,3′R,4′S,5′S)-6-bromo-4′-(3-chloro-2-fluoro-phen... Starting materials: C(C1=CC=CC=C1)N1N=C2C=C(C=CC2=C1)C=1C=C(N2N=CN=C(C21)N)C2CNCCO2 (5-(2-benzyl-2H-indazol-6-yl)-7-morpholin-2-ylpyrrolo[2,1-f][1,2,4]triazin-4-amine), C([O-])([O-])=O.[K+].[K+] (potassium carbonate), CI (methyl iodide). The solvent is CN(C)C=O (DMF), CCOC(=O)C (EtOAc), CN(C)C=O (DMF). Yields the product N (NH3), C(C1=CC=CC=C1)N1N=C2C=C(C=CC2=C1)C=1C=C(N2N=CN=C(C21)N)C2CN(CCO2)C (5-(2-benzyl-2H-indazol-6-yl)-7-(4-methylmorpholin-2-yl)pyrrolo[2,1-f][1,2,4]triazin-4-amine). Yield: 67.9%. Reaction SMILES: [CH2:1]([N:8]1[CH:16]=[C:15]2[C:10]([CH:11]=[C:12]([C:17]3[CH:18]=[C:19]([CH:27]4[O:32][CH2:31][CH2:30][NH:29][CH2:28]4)[N:20]4[C:25]=3[C:24]([NH2:26])=[N:23][CH:22]=[N:21]4)[CH:13]=[CH:14]2)=[N:9]1)[C:2]1[CH:7]=[CH:6][CH:5]=[CH:4][CH:3]=1.CI.[C:35](=O)([O-])[O-].[K+].[K+]>CN(C=O)C.CCOC(C)=O>[NH3:8].[CH2:1]([N:8]1[CH:16]=[C:15]2[C:10]([CH:11]=[C:12]([C:17]3[CH:18]=[C:19]([CH:27]4[O:32][CH2:31][CH2:30][N:29]([CH3:35])[CH2:28]4)[N:20]4[C:25]=3[C:24]([NH2:26])=[N:23][CH:22]=[N:21]4)[CH:13]=[CH:14]2)=[N:9]1)[C:2]1[CH:7]=[CH:6][CH:5]=[CH:4][CH:3]=1 |f:2.3.4|. Procedure details: A solution of 5-(2-benzyl-2H-indazol-6-yl)-7-morpholin-2-ylpyrrolo[2,1-f][1,2,4]triazin-4-amine (65 mg, 0.12 mmol) in DMF (2 mL) was cooled to −40° C. and treated with methyl iodide (20.5 mg, 0.145 mmol) as a solution in DMF (1 mL) and potassium carbonate (33 mg, 0.24 mmol). The reaction was allowed to warm slowly to rt over 1 h. The reaction was diluted with EtOAc and washed 3 times with water. The organic layer was dried with sodium sulfate and concentrated in vacuo. The residue was purified b... Reactants: ClC1=CC=C(C=C1)C(CCN(CCCCCN)C)C1=NC=CC=C1 (N-[3-(4-chlorophenyl)-3-(2-pyridyl)propyl]-N-methyl-1,5-pentanediamine), C(=O)(N1C=NC=C1)N1C=NC=C1 (1,1'-carbonyldiimidazole), N(C(=N)N)C=1SC=C(N1)CSCCN (2-[[(2-guanidino-4-thiazolyl)methyl]thio]ethaneamine). Solvent: C(C)(=O)OCC.CO (ethyl acetate methanol). Product: ClC1=CC=C(C=C1)C(CCN(C)CCCCCNC(=O)NCCSCC=1N=C(SC1)NC(=N)N)C1=NC=CC=C1 (N-[5-[N-[3-(4-chlorophenyl)-3-(2-pyridyl)propyl]-N-methylamino]pentyl]-N'-[2-[[(2-guanidino-4-thiazolyl)methyl]thio]ethyl]urea). RXN SMILES: [Cl:1][C:2]1[CH:7]=[CH:6][C:5]([CH:8]([C:19]2[CH:24]=[CH:23][CH:22]=[CH:21][N:20]=2)[CH2:9][CH2:10][N:11]([CH3:18])[CH2:12][CH2:13][CH2:14][CH2:15][CH2:16][NH2:17])=[CH:4][CH:3]=1.[C:25](N1C=CN=C1)(N1C=CN=C1)=[O:26].[NH:37]([C:41]1[S:42][CH:43]=[C:44]([CH2:46][S:47][CH2:48][CH2:49][NH2:50])[N:45]=1)[C:38]([NH2:40])=[NH:39]>C(OCC)(=O)C.CO>[Cl:1][C:2]1[CH:7]=[CH:6][C:5]([CH:8]([C:19]2[CH:24]=[CH:23][CH:22]=[CH:21][N:20]=2)[CH2:9][CH2:10][N:11]([CH2:12][CH2:13][CH2:14][CH2:15][CH2:16][NH:17][C:25]([NH:50][CH2:49][CH2:48][S:47][CH2:46][C:44]2[N:45]=[C:41]([NH:37][C:38]([NH2:40])=[NH:39])[S:42][CH:43]=2)=[O:26])[CH3:18])=[CH:4][CH:3]=1 |f:3.4|. Procedure details: Preparation is effected analogously to Example 63, using 1.04 g (3 mmol) of N-[3-(4-chlorophenyl)-3-(2-pyridyl)propyl]-N-methyl-1,5-pentanediamine, an equimolar amount of 1,1'-carbonyldiimidazole and 0.75 g (3.3 mmol) of 2-[[(2-guanidino-4-thiazolyl)methyl]thio]ethaneamine as starting materials. Working up by chromatography (eluant: chloroform/methanol 9+1) analogously to Example 63 yields the purified title compound in the form of a dry foam; MS (+FAB method): m/z (rel. int.[%])=603 ([M+H]+, 1)...